From a dataset of the Open Reaction Database (ORD), a public repository of structured organic reaction records. describe an organic reaction: reactants, conditions, products, and yield As a reaction SMILES: [NH2:1][C:2]1[N:7]=[CH:6][C:5]([C:8]#[C:9][C:10]2[C:11]([NH2:30])=[N:12][C:13](S(C)(=O)=O)=[N:14][C:15]=2[C:16]2[CH:21]=[CH:20][CH:19]=[C:18]([C:22]([F:25])([F:24])[F:23])[CH:17]=2)=[CH:4][CH:3]=1.[BH4-].[Na+]>CCO>[NH2:1][C:2]1[N:7]=[CH:6][C:5]([C:8]#[C:9][C:10]2[C:11]([NH2:30])=[N:12][CH:13]=[N:14][C:15]=2[C:16]2[CH:21]=[CH:20][CH:19]=[C:18]([C:22]([F:25])([F:24])[F:23])[CH:17]=2)=[CH:4][CH:3]=1 |f:1.2|. Yields the product NC1=CC=C(C=N1)C#CC=1C(=NC=NC1C1=CC(=CC=C1)C(F)(F)F)N (5-(6-Amino-pyridin-3-ylethynyl)-6-(3-trifluoromethyl-phenyl)-pyrimidin-4-ylamine). Starting materials: NC1=CC=C(C=N1)C#CC=1C(=NC(=NC1C1=CC(=CC=C1)C(F)(F)F)S(=O)(=O)C)N (5-(6-amino-pyridin-3-ylethynyl)-2-methanesulfonyl-6-(3-trifluoromethyl-phenyl)-pyrimidin-4-ylamine), [BH4-].[Na+] (sodiumborohydride). Run in CCO (EtOH). Reported procedure: To a solution of 60 mg (0.080 mmol) 5-(6-amino-pyridin-3-ylethynyl)-2-methanesulfonyl-6-(3-trifluoromethyl-phenyl)-pyrimidin-4-ylamine (B-10) and 15.7 mg (0.42 mmol) sodiumborohydride in 1 mL EtOH is stirred at 80° C. for 60 minutes. The title compound is purified from the crude reaction mixture by RP-HPLC (ACN/H2O gradient). Yield: 1.4 mg (5%). Starting materials: C(C)(=O)S[C@H]1C[C@@H](N(C1)C(=O)OC(C)(C)C)CN(S(N)(=O)=O)C(=O)OC(C)(C)C ((2R,4S)-4-acetylthio-1-t-butoxycarbonyl-2-(N-t-butoxycarbonyl-N-sulfamoylamino)methylpyrrolidine), C[O-].[Na+] (sodium methoxide), Cl (hydrochloric acid), C1(=CC=CC=C1)C (toluene). The solvent is O (water), ClCCl (dichloromethane), CO (methanol), O (water). Product: C(C)(C)(C)OC(=O)N1[C@H](C[C@@H](C1)S)CN(S(N)(=O)=O)C(=O)OC(C)(C)C ((2R,4S)-1-t-butoxycarbonyl-2-(N-t-butoxycarbonyl-N-sulfamoylamino)methyl-4-mercaptopyrrolidine). RXN SMILES: C([S:4][C@@H:5]1[CH2:9][N:8]([C:10]([O:12][C:13]([CH3:16])([CH3:15])[CH3:14])=[O:11])[C@@H:7]([CH2:17][N:18]([C:23]([O:25][C:26]([CH3:29])([CH3:28])[CH3:27])=[O:24])[S:19](=[O:22])(=[O:21])[NH2:20])[CH2:6]1)(=O)C.C[O-].[Na+].C1(C)C=CC=CC=1.Cl>ClCCl.CO.O>[C:13]([O:12][C:10]([N:8]1[CH2:9][C@@H:5]([SH:4])[CH2:6][C@@H:7]1[CH2:17][N:18]([C:23]([O:25][C:26]([CH3:29])([CH3:28])[CH3:27])=[O:24])[S:19](=[O:22])(=[O:21])[NH2:20])=[O:11])([CH3:15])([CH3:16])[CH3:14] |f:1.2|. Procedure: To a solution of (2R,4S)-4-acetylthio-1-t-butoxycarbonyl-2-(N-t-butoxycarbonyl-N-sulfamoylamino)methylpyrrolidine (i.e., a substrate) in dichloromethane, 4.92M sodium methoxide (NaOMe) in methanol is added. The mixture is stirred. The conditions for this reaction are shown in Table 3, Step A-7. The reaction mixture is diluted with water. The water layer is taken, toluene is added thereto, and acidified with conc. hydrochloric acid under ice cooling. The organic layer is taken, successively washe... The reactants are CO, O=C(NCCc1ccccc1COC(=O)c1ccc([N+](=O)[O-])cc1)c1ccc([N+](=O)[O-])cc1, [Na+], [OH-], O. The product is O=C(NCCc1ccccc1CO)c1ccc([N+](=O)[O-])cc1. RXN SMILES: [CH3:34][OH:35].[N+:1](=[O:2])([O-:3])[c:4]1[cH:5][cH:6][c:7]([C:8](=[O:9])[NH:10][CH2:11][CH2:12][c:13]2[c:14]([CH2:19][O:20][C:21](=[O:22])[c:23]3[cH:24][cH:25][c:26]([N+:27]([O-:28])=[O:29])[cH:30][cH:31]3)[cH:15][cH:16][cH:17][cH:18]2)[cH:32][cH:33]1.[Na+:37].[OH-:36].[OH2:38]>>[N+:1](=[O:2])([O-:3])[c:4]1[cH:5][cH:6][c:7]([C:8](=[O:9])[NH:10][CH2:11][CH2:12][c:13]2[c:14]([CH2:19][OH:20])[cH:15][cH:16][cH:17][cH:18]2)[cH:32][cH:33]1. Starting materials: Cl (hydrochloric acid), C1(=CC=CC=C1)C1=NN(C=C1CCC(=O)OCC)CC1=CC(=CC=C1)C(=O)NCC1=CC=C(C=C1)C(F)(F)F (ethyl 3-[3-phenyl-1-[3-(4-trifluoromethylbenzylaminocarbonyl)benzyl]-1H-pyrazol-4-yl]propionate), [OH-].[Na+] (sodium hydroxide), C(C)O (ethanol). Solvent: O1CCCC1 (tetrahydrofuran), O (water). Run at time 1 hour. Product: C1(=CC=CC=C1)C1=NN(C=C1CCC(=O)O)CC1=CC(=CC=C1)C(=O)NCC1=CC=C(C=C1)C(F)(F)F (3-[3-phenyl-1-[3-(4-trifluoromethylbenzylaminocarbonyl)benzyl]-1H-pyrazol-4-yl]propionic acid). Yield: 88.5%. Reaction SMILES: [C:1]1([C:7]2[C:11]([CH2:12][CH2:13][C:14]([O:16]CC)=[O:15])=[CH:10][N:9]([CH2:19][C:20]3[CH:25]=[CH:24][CH:23]=[C:22]([C:26]([NH:28][CH2:29][C:30]4[CH:35]=[CH:34][C:33]([C:36]([F:39])([F:38])[F:37])=[CH:32][CH:31]=4)=[O:27])[CH:21]=3)[N:8]=2)[CH:6]=[CH:5][CH:4]=[CH:3][CH:2]=1.[OH-].[Na+].C(O)C.Cl>O.O1CCCC1>[C:1]1([C:7]2[C:11]([CH2:12][CH2:13][C:14]([OH:16])=[O:15])=[CH:10][N:9]([CH2:19][C:20]3[CH:25]=[CH:24][CH:23]=[C:22]([C:26]([NH:28][CH2:29][C:30]4[CH:31]=[CH:32][C:33]([C:36]([F:38])([F:39])[F:37])=[CH:34][CH:35]=4)=[O:27])[CH:21]=3)[N:8]=2)[CH:2]=[CH:3][CH:4]=[CH:5][CH:6]=1 |f:1.2|. Procedure details: A mixture of ethyl 3-[3-phenyl-1-[3-(4-trifluoromethylbenzylaminocarbonyl)benzyl]-1H-pyrazol-4-yl]propionate (870 mg), 1 N aqueous sodium hydroxide solution (2 ml), ethanol (6 ml), and tetrahydrofuran (4 ml) was stirred at room temperature for one hour. The reaction mixture was poured into water, then 1 N hydrochloric acid (2 ml) was added to the mixture, which was extracted with ethyl acetate. The ethyl acetate layer was washed with water, dried (MgSO4), and concentrated. The obtained crystals ... The reactants are CCOC(=O)C(C)(C)Oc1ccc(CN)cc1, Cc1nc(-c2ccc(C(F)(F)F)cc2)ccc1CC(=O)O. Product: CCOC(=O)C(C)(C)Oc1ccc(CNC(=O)Cc2ccc(-c3ccc(C(F)(F)F)cc3)nc2C)cc1. RXN SMILES: [CH2:1]([CH3:2])[O:3][C:4]([C:5]([CH3:6])([CH3:7])[O:8][c:9]1[cH:10][cH:11][c:12]([CH2:15][NH2:16])[cH:13][cH:14]1)=[O:17].[CH3:18][c:19]1[n:20][c:21](-[c:29]2[cH:30][cH:31][c:32]([C:35]([F:36])([F:37])[F:38])[cH:33][cH:34]2)[cH:22][cH:23][c:24]1[CH2:25][C:26](=[O:27])[OH:28]>>[CH2:1]([CH3:2])[O:3][C:4]([C:5]([CH3:6])([CH3:7])[O:8][c:9]1[cH:10][cH:11][c:12]([CH2:15][NH:16][C:26]([CH2:25][c:24]2[c:19]([CH3:18])[n:20][c:21](-[c:29]3[cH:30][cH:31][c:32]([C:35]([F:36])([F:37])[F:38])[cH:33][cH:34]3)[cH:22][cH:23]2)=[O:27])[cH:13][cH:14]1)=[O:17]. The reactants are C(C)(C)(C)OC(=O)N1CCC(CC1)=O (4-oxo-piperidine-1-carboxylic acid tert-butyl ester), BrC1=C(N)C=CC=C1 (2-bromoaniline), C(C)(=O)O (acetic acid), C(C)(=O)O[BH-](OC(C)=O)OC(C)=O.[Na+] (sodium triacetoxyborohydride). The solvent is ClCCCl (1,2-dichloroethane). Reaction conditions: time 14 hour. The product is C(C)(C)(C)OC(=O)N1CCC(CC1)NC1=C(C=CC=C1)Br (4-(2-bromo-phenylamino)-piperidine-1-carboxylic acid tert-butyl ester). Isolated yield 36.0%. RXN SMILES: [C:1]([O:5][C:6]([N:8]1[CH2:13][CH2:12][C:11](=O)[CH2:10][CH2:9]1)=[O:7])([CH3:4])([CH3:3])[CH3:2].[Br:15][C:16]1[CH:22]=[CH:21][CH:20]=[CH:19][C:17]=1[NH2:18].C(O)(=O)C.C(O[BH-](OC(=O)C)OC(=O)C)(=O)C.[Na+]>ClCCCl>[C:1]([O:5][C:6]([N:8]1[CH2:13][CH2:12][CH:11]([NH:18][C:17]2[CH:19]=[CH:20][CH:21]=[CH:22][C:16]=2[Br:15])[CH2:10][CH2:9]1)=[O:7])([CH3:4])([CH3:3])[CH3:2] |f:3.4|. Procedure details: To a stirred solution of 4-oxo-piperidine-1-carboxylic acid tert-butyl ester (0.5 g, 0.0025 mole) in dry 1,2-dichloroethane (5 mL) under an atmosphere of nitrogen was added 2-bromoaniline (0.474 g, 0.00276 mole), acetic acid (0.18 g, 0.00301 mole) and sodium triacetoxyborohydride (0.638 g, 0.00301 mole). Stirring was continued at ambient temperature for 14 hours. The reaction mixture was quenched in cold aqueous 1N NaOH solution and the product extracted with ether. The organic layer was washed ... Reactants: OC=C1C(NC2=CC(=CC=C12)C(=O)C=1C=C(C=CC1)NC(=O)C1=NN(C(=C1)C)C(C)(C)C)=O (1-tert-Butyl-5-methyl-1H-pyrazole-3-carboxylic acid [3-(3-hydroxymethylene-2-oxo-2,3-dihydro-1H-indole-6-carbonyl)-phenyl]-amide), CN1CCN(CC1)C1=CC=C(C=C1)N (4-(4-methyl-piperazin-1-yl)-phenylamine). Solvent: C1CCOC1 (THF). Run at temperature 65 celsius, time 24 hour. The product is CN1CCN(CC1)C1=CC=C(C=C1)NC=C1C(NC2=CC(=CC=C12)C(=O)C=1C=C(C=CC1)NC(=O)C1=NN(C(=C1)C)C(C)(C)C)=O (1-tert-Butyl-5-methyl-1H-pyrazole-3-carboxylic acid [3-(3-{[4-(4-methyl-piperazin-1-yl)-phenylamino]-methylene}-2-oxo-2,3-dihydro-1H-indole-6-carbonyl)-phenyl]-amide). Yield: 38.0%. RXN SMILES: O[CH:2]=[C:3]1[C:11]2[C:6](=[CH:7][C:8]([C:12]([C:14]3[CH:15]=[C:16]([NH:20][C:21]([C:23]4[CH:27]=[C:26]([CH3:28])[N:25]([C:29]([CH3:32])([CH3:31])[CH3:30])[N:24]=4)=[O:22])[CH:17]=[CH:18][CH:19]=3)=[O:13])=[CH:9][CH:10]=2)[NH:5][C:4]1=[O:33].[CH3:34][N:35]1[CH2:40][CH2:39][N:38]([C:41]2[CH:46]=[CH:45][C:44]([NH2:47])=[CH:43][CH:42]=2)[CH2:37][CH2:36]1>C1COCC1>[CH3:34][N:35]1[CH2:36][CH2:37][N:38]([C:41]2[CH:46]=[CH:45][C:44]([NH:47][CH:2]=[C:3]3[C:11]4[C:6](=[CH:7][C:8]([C:12]([C:14]5[CH:15]=[C:16]([NH:20][C:21]([C:23]6[CH:27]=[C:26]([CH3:28])[N:25]([C:29]([CH3:32])([CH3:30])[CH3:31])[N:24]=6)=[O:22])[CH:17]=[CH:18][CH:19]=5)=[O:13])=[CH:9][CH:10]=4)[NH:5][C:4]3=[O:33])=[CH:43][CH:42]=2)[CH2:39][CH2:40]1. Procedure: A small screw cap test tube was charged with 1-tert-Butyl-5-methyl-1H-pyrazole-3-carboxylic acid [3-(3-hydroxymethylene-2-oxo-2,3-dihydro-1H-indole-6-carbonyl)-phenyl]-amide (prepared below, 179 mg, 0.4027 mmol) and THF (4 mL). To the resulting solution was added 4-(4-methyl-piperazin-1-yl)-phenylamine (77.2 mg, 0.404 mmol), and the mixture was stirred for 24 h at 65° C. Subsequently, the reaction mixture was cooled to room temperature and concentrated in vacuo. The solid residue was redissolved... Starting materials: COCCOC, [O-][n+]1nc(Cl)nc2cc3c(cc21)OCC3, NCCCN1CCOCC1. Yields the product [O-][n+]1nc(NCCCN2CCOCC2)nc2cc3c(cc21)OCC3. As a reaction SMILES: [CH3:26][O:27][CH2:28][CH2:29][O:30][CH3:31].[Cl:1][c:2]1[n:3][n+:4]([O-:15])[c:5]2[c:6]([n:7]1)[cH:8][c:9]1[c:10]([cH:11]2)[O:12][CH2:13][CH2:14]1.[O:16]1[CH2:17][CH2:18][N:19]([CH2:22][CH2:23][CH2:24][NH2:25])[CH2:20][CH2:21]1>>[c:2]1([NH:25][CH2:24][CH2:23][CH2:22][N:19]2[CH2:18][CH2:17][O:16][CH2:21][CH2:20]2)[n:3][n+:4]([O-:15])[c:5]2[c:6]([n:7]1)[cH:8][c:9]1[c:10]([cH:11]2)[O:12][CH2:13][CH2:14]1. The reactants are C(=O)(C(F)(F)F)O (TFA), C(C)(C)(C)OC(=O)N1CCN(CC1)CCOC1=C(C=C2C(=NC=NC2=C1)OC=1C=C2C=C(NC2=CC1)C)OC (7-{2-[4-(tert-butoxycarbonyl)piperazin-1-yl]ethoxy}-6-methoxy-4-[(2-methyl-1H-indol-5-yl)oxy]quinazoline). Solvent: ClCCl (dichloromethane). Conditions: time 1 hour. Product: COC=1C=C2C(=NC=NC2=CC1OCCN1CCNCC1)OC=1C=C2C=C(NC2=CC1)C (6-methoxy-4-[(2-methyl-1H-indol-5-yl)oxy]-7-[2-(piperazin-1-yl)ethoxy]quinazoline). Yield: 80.6%. Reaction SMILES: C(O)(C(F)(F)F)=O.C(OC([N:15]1[CH2:20][CH2:19][N:18]([CH2:21][CH2:22][O:23][C:24]2[CH:33]=[C:32]3[C:27]([C:28]([O:34][C:35]4[CH:36]=[C:37]5[C:41](=[CH:42][CH:43]=4)[NH:40][C:39]([CH3:44])=[CH:38]5)=[N:29][CH:30]=[N:31]3)=[CH:26][C:25]=2[O:45][CH3:46])[CH2:17][CH2:16]1)=O)(C)(C)C>ClCCl>[CH3:46][O:45][C:25]1[CH:26]=[C:27]2[C:32](=[CH:33][C:24]=1[O:23][CH2:22][CH2:21][N:18]1[CH2:19][CH2:20][NH:15][CH2:16][CH2:17]1)[N:31]=[CH:30][N:29]=[C:28]2[O:34][C:35]1[CH:36]=[C:37]2[C:41](=[CH:42][CH:43]=1)[NH:40][C:39]([CH3:44])=[CH:38]2. Reported procedure: TFA (8 ml) was added to a solution of 7-{2-[4-(tert-butoxycarbonyl)piperazin-1-yl]ethoxy}-6-methoxy-4-[(2-methyl-1H-indol-5-yl)oxy]quinazoline (2.75 g) in dichloromethane (30 ml) at 0° C. and the reaction mixture was stirred at this temperature for 1 hour before being concentrated in vacuum in a cold bath (˜20° C.). Cold water was added to the residue and the pH was adjusted to 10.5 with 1N sodium hydroxide. After several extractions with dichloromethane, the combined organic layers were dried o... Reactants: C1CCOC1, CO, [Cl-], CCOC(=O)c1cn2ncnc(Oc3ccc([N+](=O)[O-])cc3F)c2c1C, [NH4+]. Product: CCOC(=O)c1cn2ncnc(Oc3ccc(N)cc3F)c2c1C. Reaction SMILES: [CH2:31]1[O:32][CH2:33][CH2:34][CH2:35]1.[CH3:27][OH:28].[Cl-:29].[F:1][c:2]1[c:3]([O:4][c:5]2[n:6][cH:7][n:8][n:9]3[c:10]2[c:11]([CH3:19])[c:12]([C:14](=[O:15])[O:16][CH2:17][CH3:18])[cH:13]3)[cH:20][cH:21][c:22]([N+:24]([O-:25])=[O:26])[cH:23]1.[NH4+:30]>>[F:1][c:2]1[c:3]([O:4][c:5]2[n:6][cH:7][n:8][n:9]3[c:10]2[c:11]([CH3:19])[c:12]([C:14](=[O:15])[O:16][CH2:17][CH3:18])[cH:13]3)[cH:20][cH:21][c:22]([NH2:24])[cH:23]1.